Dataset: the Open Reaction Database (ORD), a public repository of structured organic reaction records. Task: describe an organic reaction: reactants, conditions, products, and yield Starting materials: COC(=O)c1sc2nc[nH]c(=O)c2c1C, CC#N, O=C(CCl)NC1CCCCC1, [K+], [K+], O=C([O-])[O-]. The product is COC(=O)c1sc2ncn(CC(=O)NC3CCCCC3)c(=O)c2c1C. RXN SMILES: [CH3:1][c:2]1[c:3]([C:12](=[O:13])[O:14][CH3:15])[s:4][c:5]2[n:6][cH:7][nH:8][c:9](=[O:11])[c:10]12.[CH3:33][C:34]#[N:35].[Cl:22][CH2:23][C:24](=[O:25])[NH:26][CH:27]1[CH2:28][CH2:29][CH2:30][CH2:31][CH2:32]1.[K+:16].[K+:17].[O-:18][C:19]([O-:20])=[O:21]>>[CH3:1][c:2]1[c:3]([C:12](=[O:13])[O:14][CH3:15])[s:4][c:5]2[n:6][cH:7][n:8]([CH2:23][C:24](=[O:25])[NH:26][CH:27]3[CH2:28][CH2:29][CH2:30][CH2:31][CH2:32]3)[c:9](=[O:11])[c:10]12. Starting materials: BrC=1C=NC=C(C1)Br (3,5-dibromopyridine), CCOCC (ether), [Li]CCCC (n-BuLi), solution, N#N (N2), [NH4+].[Cl-] (NH4Cl). Run in CCCCCC (hexane). Conditions: time 30 minute. The product is BrC=1C=C(C=NC1)C(C)=O (1-(5-Bromo-pyridin-3-yl)-ethanone). RXN SMILES: N#N.Br[C:4]1[CH:5]=[N:6][CH:7]=[C:8]([Br:10])[CH:9]=1.[Li]CCCC.[NH4+].[Cl-].[CH3:18][CH2:19][O:20]CC>CCCCCC>[Br:10][C:8]1[CH:9]=[C:4]([C:19](=[O:20])[CH3:18])[CH:5]=[N:6][CH:7]=1 |f:3.4|. Procedure details: In a flame dried round-bottomed flask equipped with a magnetic stir bar and under inert atmosphere (N2), a suspension of 3,5-dibromopyridine (2.39 g, 10.00 mmol) in ether (70.0 mL) was treated at −78° C. with n-BuLi (4.0 mL of a 2.5M solution in hexane, 10.00 mmol). The reaction mixture was stirred for 30 min before N,N-dimethylacetaminde (1.50 mL, 16.13 mmol) was added and the solution was then allowed to warm to rt over 1 h. Sat. aq. NH4Cl was then added and the aq. layer was extracted with Et... Reactants: C(C)(=O)OC(=C)C (isopropenyl acetate). Solvent: C(C)(=O)OC=C (vinyl acetate). Product: C(C)(=O)OC=C.C(C)(=O)OC(=C)C (vinyl acetate isopropenyl acetate). Reaction SMILES: [C:1]([O:4][C:5]([CH3:7])=[CH2:6])(=[O:3])[CH3:2]>C(OC=C)(=O)C>[C:1]([O:4][CH:5]=[CH2:6])(=[O:3])[CH3:2].[C:1]([O:4][C:5]([CH3:7])=[CH2:6])(=[O:3])[CH3:2] |f:2.3|. Reported procedure: The procedure of example 1 was followed, but 18.4 g of isopropenyl acetate, instead of 6.12 g of VeoVa 10, were dissolved in the vinyl acetate. Work-up followed that of example 1, yielding a vinyl acetate-isopropenyl acetate copolymer with a degree of hydrolysis of 99.2% and a molecular weight Mw greater than 100 000. The reactants are O=C([O-])[O-], O=C(O)CSCc1cccc(Cl)c1, O=C(OC(=O)C(F)(F)F)C(F)(F)F, [Na+], [Na+], O=C(O)C(F)(F)F. The product is O=C1CSCc2cc(Cl)ccc21. Reaction SMILES: [C:27](=[O:28])([O-:29])[O-:30].[Cl:1][c:2]1[cH:3][c:4]([CH2:5][S:6][CH2:7][C:8](=[O:9])[OH:10])[cH:11][cH:12][cH:13]1.[F:14][C:15]([F:16])([F:17])[C:18]([O:19][C:20](=[O:21])[C:22]([F:23])([F:24])[F:25])=[O:26].[Na+:31].[Na+:32].[OH:33][C:34]([C:35]([F:36])([F:37])[F:38])=[O:39]>>[Cl:1][c:2]1[cH:3][c:4]2[c:11]([cH:12][cH:13]1)[C:8](=[O:9])[CH2:7][S:6][CH2:5]2. Starting materials: ClCC(C(C(=O)OCC)=NO)=O (ethyl γ-chloro-α-oximinoacetoacetate), C(C1=CC=CC=C1)(=S)N (thiobenzamide). The solvent is C1=CC=CC=C1 (benzene). Run at time 4 hour. Yields the product N(O)=C(C(=O)OCC)C=1N=C(SC1)C1=CC=CC=C1 (ethyl α-oximino-2-phenylthiazole-4-acetate). Isolated yield 107.9%. RXN SMILES: Cl[CH2:2][C:3](=O)[C:4](=[N:10][OH:11])[C:5]([O:7][CH2:8][CH3:9])=[O:6].[C:13]([NH2:21])(=[S:20])[C:14]1[CH:19]=[CH:18][CH:17]=[CH:16][CH:15]=1>C1C=CC=CC=1>[N:10](=[C:4]([C:3]1[N:21]=[C:13]([C:14]2[CH:19]=[CH:18][CH:17]=[CH:16][CH:15]=2)[S:20][CH:2]=1)[C:5]([O:7][CH2:8][CH3:9])=[O:6])[OH:11]. Reported procedure: A solution of ethyl γ-chloro-α-oximinoacetoacetate (2.10 g, 10.8 mmol) and thiobenzamide (1.49 g, 10.8 mmol) in dry benzene (15 mL) was heated to reflux. After 4 hours, the reaction mixture was poured onto NaHCO3 (sat., aq., 50 mL); The resulting mixture was extracted with ethyl acetate (2×50 mL); and the combined extracts dried over MgSO4 and evaporated under reduced pressure. Flash chromatography (ethyl acetate:hexane 1:4, Rf 0.30) then afforded impure ethyl α-oximino-2-phenylthiazole-4-acetat... The reactants are COC(=O)C1=C(C=CC=C1)S(=O)(=O)N=C=O (2-methoxycarbonylbenzenesulfonyl isocyanate), NC1=NC(=CC(=N1)OC)OC(F)(F)F (2-amino-4-methoxy-6-trifluoromethoxypyrimidine). Run in C(C)#N (acetonitrile), C(C)#N (acetonitrile). Run at time 12 hour. The product is COC1=NC(=NC(=C1)OC(F)(F)F)NC(=O)NS(=O)(=O)C1=C(C(=O)OC)C=CC=C1 (Methyl 2-(4-methoxy-6-trifluoromethoxy-2-pyrimidinylaminocarbonylaminosulfonyl)benzoate). Isolated yield 47.7%. As a reaction SMILES: [CH3:1][O:2][C:3]([C:5]1[CH:10]=[CH:9][CH:8]=[CH:7][C:6]=1[S:11]([N:14]=[C:15]=[O:16])(=[O:13])=[O:12])=[O:4].[NH2:17][C:18]1[N:23]=[C:22]([O:24][CH3:25])[CH:21]=[C:20]([O:26][C:27]([F:30])([F:29])[F:28])[N:19]=1>C(#N)C>[CH3:25][O:24][C:22]1[CH:21]=[C:20]([O:26][C:27]([F:29])([F:28])[F:30])[N:19]=[C:18]([NH:17][C:15]([NH:14][S:11]([C:6]2[CH:7]=[CH:8][CH:9]=[CH:10][C:5]=2[C:3]([O:2][CH3:1])=[O:4])(=[O:12])=[O:13])=[O:16])[N:23]=1. Procedure details: 4.8 g (0.02 mol) of 2-methoxycarbonylbenzenesulfonyl isocyanate in 10 ml of acetonitrile were added over the course of 15 minutes to a stirred mixture of 4.1 g (0.02 mol) of 2-amino-4-methoxy-6-trifluoromethoxypyrimidine and 100 ml of acetonitrile at 25° C., and the mixture was then stirred for 12 hours. The precipitate was removed (2.4 g of melting point 141°-143° C.) and then the filtrate was concentrated under reduced pressure and stirred with ether/petroleum ether, and the solid was filtered...